This data is from the Open Reaction Database (ORD), a public repository of structured organic reaction records. The task is: describe an organic reaction: reactants, conditions, products, and yield Reaction conditions: temperature 0 celsius, time 24 hour. The reactants are FC(F)(F)[Si](C)(C)C (trifluoromethyl-trimethylsilane), [F-].C(CCC)[N+](CCCC)(CCCC)CCCC (tetrabutylammonium fluoride), [F-].C(CCC)[N+](CCCC)(CCCC)CCCC (tetrabutylammonium fluoride), C(C)(=O)OCC (ethyl acetate), C(C)OC(C(CC(C)C1=CC=CC=C1)=O)=O (2-oxo-4-phenylvaleric acid ethyl ester). Reaction SMILES: [CH2:1]([O:3][C:4](=[O:16])[C:5](=[O:15])[CH2:6][CH:7]([C:9]1[CH:14]=[CH:13][CH:12]=[CH:11][CH:10]=1)[CH3:8])[CH3:2].[F:17][C:18]([Si](C)(C)C)([F:20])[F:19].[F-].C([N+](CCCC)(CCCC)CCCC)CCC.C(OCC)(=O)C>O1CCCC1>[CH2:1]([O:3][C:4](=[O:16])[C:5]([OH:15])([C:18]([F:20])([F:19])[F:17])[CH2:6][CH:7]([C:9]1[CH:14]=[CH:13][CH:12]=[CH:11][CH:10]=1)[CH3:8])[CH3:2] |f:2.3|. Product: C(C)OC(C(CC(C)C1=CC=CC=C1)(C(F)(F)F)O)=O (2-hydroxy-4-phenyl-2-trifluoromethyl-valeric acid ethyl ester). Procedure details: 4.4 g of 2-oxo-4-phenylvaleric acid ethyl ester is dissolved in 40 ml of tetrahydrofuran and mixed at −78° C. with 3.6 ml of trifluoromethyl-trimethylsilane and 2 ml of 1 M tetrabutylammonium fluoride in tetrahydrofuran. After 24 hours at −78° C., another 20 ml of 1 M tetrabutylammonium fluoride in tetrahydrofuran is added. It is stirred for 1.5 hours at 0° C., ethyl acetate and saturated common salt solution are added, the organic phase is separated, and it is washed with saturated common salt ... Solvent: O1CCCC1 (tetrahydrofuran), O1CCCC1 (tetrahydrofuran), O1CCCC1 (tetrahydrofuran). The reactants are COS(=O)(=O)OC, [Na+], [OH-], O, c1ccc(-c2cc(-c3ccccc3)[nH]n2)cc1, Cc1ccccc1C. Product: Cn1nc(-c2ccccc2)cc1-c1ccccc1. RXN SMILES: [CH3:18][O:19][S:20]([O:21][CH3:22])(=[O:23])=[O:24].[Na+:35].[OH-:34].[OH2:25].[c:1]1(-[c:7]2[n:8][nH:9][c:10](-[c:12]3[cH:13][cH:14][cH:15][cH:16][cH:17]3)[cH:11]2)[cH:2][cH:3][cH:4][cH:5][cH:6]1.[c:26]1([CH3:27])[c:28]([CH3:29])[cH:30][cH:31][cH:32][cH:33]1>>[c:1]1(-[c:7]2[n:8]([CH3:18])[n:9][c:10](-[c:12]3[cH:13][cH:14][cH:15][cH:16][cH:17]3)[cH:11]2)[cH:2][cH:3][cH:4][cH:5][cH:6]1. Reactants: C1COCCO1, O=C(c1cccc([N+](=O)[O-])c1)c1cn(C2CCCC2)c2ncnc(Cl)c12, [NH4+], [OH-]. The product is Nc1ncnc2c1c(C(=O)c1cccc([N+](=O)[O-])c1)cn2C1CCCC1. As a reaction SMILES: [CH2:29]1[O:30][CH2:31][CH2:32][O:33][CH2:34]1.[Cl:1][c:2]1[c:3]2[c:4]([n:5][cH:6][n:7]1)[n:8]([CH:22]1[CH2:23][CH2:24][CH2:25][CH2:26]1)[cH:9][c:10]2[C:11](=[O:12])[c:13]1[cH:14][c:15]([N+:19](=[O:20])[O-:21])[cH:16][cH:17][cH:18]1.[NH4+:28].[OH-:27]>>[c:2]1([NH2:28])[c:3]2[c:4]([n:5][cH:6][n:7]1)[n:8]([CH:22]1[CH2:23][CH2:24][CH2:25][CH2:26]1)[cH:9][c:10]2[C:11](=[O:12])[c:13]1[cH:14][c:15]([N+:19](=[O:20])[O-:21])[cH:16][cH:17][cH:18]1. Reactants: BrC=1C=C2CN(C(C2=C(C1)C(F)(F)F)=O)CC1=CC=C(C=C1)OC(F)(F)F (5-bromo-7-trifluoromethyl-2-(4-trifluoromethoxy-benzyl)-2,3-dihydro-isoindol-1-one), CN(CCO)C (2-dimethylamino-ethanol), C(=O)([O-])[O-].[Cs+].[Cs+] (Cs2CO3), C(Cl)(Cl)Cl.CO (CHCl3 MeOH). Reagents/catalysts: CC(=O)[O-].CC(=O)[O-].[Pd+2] (Pd(OAc)2). The solvent is C1(=CC=CC=C1)C (toluene). Conditions: temperature 100 celsius, time 24 hour. Product: CN(CCOC=1C=C2CN(C(C2=C(C1)C(F)(F)F)=O)CC1=CC=C(C=C1)OC(F)(F)F)C (5-(2-dimethylamino-ethoxy)-2-(4-trifluoromethoxy-benzyl)-7-trifluoromethyl-2,3-dihydro-isoindol-1-one). The yield is 36.0%. As a reaction SMILES: Br[C:2]1[CH:3]=[C:4]2[C:8](=[C:9]([C:11]([F:14])([F:13])[F:12])[CH:10]=1)[C:7](=[O:15])[N:6]([CH2:16][C:17]1[CH:22]=[CH:21][C:20]([O:23][C:24]([F:27])([F:26])[F:25])=[CH:19][CH:18]=1)[CH2:5]2.[CH3:28][N:29]([CH3:33])[CH2:30][CH2:31][OH:32].C([O-])([O-])=O.[Cs+].[Cs+].C(Cl)(Cl)Cl.CO>C1(C)C=CC=CC=1.CC([O-])=O.CC([O-])=O.[Pd+2]>[CH3:28][N:29]([CH3:33])[CH2:30][CH2:31][O:32][C:2]1[CH:3]=[C:4]2[C:8](=[C:9]([C:11]([F:14])([F:13])[F:12])[CH:10]=1)[C:7](=[O:15])[N:6]([CH2:16][C:17]1[CH:22]=[CH:21][C:20]([O:23][C:24]([F:27])([F:26])[F:25])=[CH:19][CH:18]=1)[CH2:5]2 |f:2.3.4,5.6,8.9.10|. Procedure: A mixture of 5-bromo-7-trifluoromethyl-2-(4-trifluoromethoxy-benzyl)-2,3-dihydro-isoindol-1-one (0.123 g, 0.3 mmol), 2-dimethylamino-ethanol (0.05 mL, 0.5 mmol), Pd(OAc)2 (0.002 g, 0.006 mmol), and Cs2CO3 (0.195 g, 0.6 mmol) in toluene (3 mL) was stirred at 100° C. for 24 h. Workup and silica gel column chromatography using 5:1 CHCl3-MeOH afforded 5-(2-dimethylamino-ethoxy)-2-(4-trifluoromethoxy-benzyl)-7-trifluoromethyl-2,3-dihydro-isoindol-1-one (0.050 g, 36%). 1H NMR (300 MHz, CDCl3): δ (ppm)... Starting materials: O=C(NC1CCc2c(c3cc(OC(F)(F)F)ccc3n2Cc2cccc(F)n2)C1)OCc1ccccc1, C1CCOC1, CCO, [H][H]. The product is NC1CCc2c(c3cc(OC(F)(F)F)ccc3n2Cc2cccc(F)n2)C1. As a reaction SMILES: [CH2:1]([O:2][C:3](=[O:4])[NH:10][CH:11]1[CH2:12][CH2:13][c:14]2[n:15]([CH2:29][c:30]3[n:31][c:32]([F:36])[cH:33][cH:34][cH:35]3)[c:16]3[cH:17][cH:18][c:19]([O:24][C:25]([F:26])([F:27])[F:28])[cH:20][c:21]3[c:22]2[CH2:23]1)[c:5]1[cH:6][cH:7][cH:8][cH:9][cH:37]1.[CH2:43]1[O:44][CH2:45][CH2:46][CH2:47]1.[CH3:40][CH2:41][OH:42].[H:38][H:39]>>[NH2:10][CH:11]1[CH2:12][CH2:13][c:14]2[n:15]([CH2:29][c:30]3[n:31][c:32]([F:36])[cH:33][cH:34][cH:35]3)[c:16]3[cH:17][cH:18][c:19]([O:24][C:25]([F:26])([F:27])[F:28])[cH:20][c:21]3[c:22]2[CH2:23]1. Reactants: OC1CN(CCC1C1=CC=C(C=C1)OCCCOCC1=C(C=CC=C1)OC)C(=O)OCC1=CC=CC=C1 (benzyl 3-hydroxy-4-{4-[3-(2-methoxybenzyloxy)propoxy]phenyl}piperidine-1-carboxylate), C(C#C)Br (propargyl bromide). Yields the product COC1=C(COCCCOC2=CC=C(C=C2)C2C(CN(CC2)C(=O)OCC2=CC=CC=C2)OCC#C)C=CC=C1 (Benzyl 4-{4-[3-(2-methoxybenzyloxy)propoxy]phenyl}-3-prop-2-ynyloxypiperidine-1-carboxylate). Reaction SMILES: [OH:1][CH:2]1[CH:7]([C:8]2[CH:13]=[CH:12][C:11]([O:14][CH2:15][CH2:16][CH2:17][O:18][CH2:19][C:20]3[CH:25]=[CH:24][CH:23]=[CH:22][C:21]=3[O:26][CH3:27])=[CH:10][CH:9]=2)[CH2:6][CH2:5][N:4]([C:28]([O:30][CH2:31][C:32]2[CH:37]=[CH:36][CH:35]=[CH:34][CH:33]=2)=[O:29])[CH2:3]1.[CH2:38](Br)[C:39]#[CH:40]>>[CH3:27][O:26][C:21]1[CH:22]=[CH:23][CH:24]=[CH:25][C:20]=1[CH2:19][O:18][CH2:17][CH2:16][CH2:15][O:14][C:11]1[CH:12]=[CH:13][C:8]([CH:7]2[CH2:6][CH2:5][N:4]([C:28]([O:30][CH2:31][C:32]3[CH:33]=[CH:34][CH:35]=[CH:36][CH:37]=3)=[O:29])[CH2:3][CH:2]2[O:1][CH2:40][C:39]#[CH:38])=[CH:9][CH:10]=1. Procedure details: Analogously to Method D, 0.255 g of benzyl 3-hydroxy-4-{4-[3-(2-methoxybenzyloxy)propoxy]phenyl}piperidine-1-carboxylate (Example 10f) and 0.022 g of propargyl bromide are reacted. The title compound is obtained as a colourless oil. Rf=0.40 (1:1 EtOAc-heptane); Rt=5.58. The reactants are ClC1=C(C(=O)OC(C)C)C=C(C(=C1)F)NC(=O)NC(=CC(=O)OCC)C (isopropyl 2-chloro-4-fluoro-5-{3-[2-(ethoxycarbonyl)-1-methyl-vinyl]ureido}-benzoate), [Na] (sodium). Solvent: C(C)(C)O (isopropanol). The product is ClC1=C(C(=O)OC(C)C)C=C(C(=C1)F)N1C(NC(=CC1=O)C)=O (isopropyl 2-chloro-4-fluoro-5-[3,6-dihydro-4-methyl-2,6-dioxo-1(2H)-pyrimidinyl]-benzoate). Reaction SMILES: [Cl:1][C:2]1[CH:13]=[C:12]([F:14])[C:11]([NH:15][C:16]([NH:18][C:19]([CH3:26])=[CH:20][C:21](OCC)=[O:22])=[O:17])=[CH:10][C:3]=1[C:4]([O:6][CH:7]([CH3:9])[CH3:8])=[O:5].[Na]>C(O)(C)C>[Cl:1][C:2]1[CH:13]=[C:12]([F:14])[C:11]([N:15]2[C:21](=[O:22])[CH:20]=[C:19]([CH3:26])[NH:18][C:16]2=[O:17])=[CH:10][C:3]=1[C:4]([O:6][CH:7]([CH3:9])[CH3:8])=[O:5] |^1:26|. Reported procedure: using isopropyl 2-chloro-4-fluoro-5-{3-[2-(ethoxycarbonyl)-1-methyl-vinyl]ureido}-benzoate with sodium isopropylate in isopropanol there is obtained isopropyl 2-chloro-4-fluoro-5-[3,6-dihydro-4-methyl-2,6-dioxo-1(2H)-pyrimidinyl]-benzoate, m.p. 134°-136° C., The reactants are CC1C(CCC1=O)=O (2-methylcyclopentane-1,3-dione), COC(C=C)=O (methylacrylate), CC(C)([O-])C.[K+] (potassium t-butoxide). Run in C(C)(C)(C)O (t-butanol). Reaction conditions: time 72 hour. Yields the product CC1(C(CCC1=O)=O)CCC(=O)OC (2-methyl-2-(β-carbomethoxyethyl)cyclopentane-1,3-dione). As a reaction SMILES: [CH3:1][CH:2]1[C:6](=[O:7])[CH2:5][CH2:4][C:3]1=[O:8].[CH3:9][O:10][C:11](=[O:14])[CH:12]=[CH2:13].CC(C)([O-])C.[K+]>C(O)(C)(C)C>[CH3:1][C:2]1([CH2:13][CH2:12][C:11]([O:10][CH3:9])=[O:14])[C:6](=[O:7])[CH2:5][CH2:4][C:3]1=[O:8] |f:2.3|. Reported procedure: A mixture of 0.3 g. of 2-methylcyclopentane-1,3-dione, 0.33 ml. of methylacrylate and 0.1 g. of potassium t-butoxide in 200 ml. of t-butanol is allowed to stand at about 20°C for 72 hours. The reaction mixture is washed with water, dilute sodium hydroxide and then water to neutral, dried and evaporated to give 2-methyl-2-(β-carbomethoxyethyl)cyclopentane-1,3-dione which is purified by distillation. ##SPC6## Reactants: C[S-].[Na+] (sodium thiomethoxide), FC=1C=CC(=C(C1)CC(=O)OC)[N+](=O)[O-] (methyl 5-fluoro-2-nitrophenylacetate), C[S-].[Na+] (sodium thiomethoxide). The solvent is CS(=O)C (DMSO), CS(=O)C (DMSO). Reaction conditions: time 10 minute. The product is CSC=1C=CC(=C(C1)CC(=O)OC)[N+](=O)[O-] (methyl 5-methylthio-2-nitrophenylacetate). Isolated yield 79.3%. Reaction SMILES: F[C:2]1[CH:3]=[CH:4][C:5]([N+:13]([O-:15])=[O:14])=[C:6]([CH2:8][C:9]([O:11][CH3:12])=[O:10])[CH:7]=1.[CH3:16][S-:17].[Na+]>CS(C)=O>[CH3:16][S:17][C:2]1[CH:3]=[CH:4][C:5]([N+:13]([O-:15])=[O:14])=[C:6]([CH2:8][C:9]([O:11][CH3:12])=[O:10])[CH:7]=1 |f:1.2|. Reported procedure: A solution of methyl 5-fluoro-2-nitrophenylacetate (3 g, 14 mmol), (Synthesis 1993, 51), in DMSO (10 ml) was added to a suspension of sodium thiomethoxide (1.08 g, 15.5 mmol) in anhydrous DMSO (10 ml). The mixture was stirred for 10 minutes at ambient temperature and further sodium thiomethoxide (100 mg, 1.5 mmol) was added. The mixture was stirred for 15 minutes at ambient temperature and was then partitioned between ethyl acetate and water. The organic layer was separated, washed with water, b... Starting materials: ClCCl, O=C(O)C(F)(F)F, CC(C)(C)OC(=O)N1CCC(c2nc(Cc3cccnc3)no2)CC1. The product is c1cncc(Cc2noc(C3CCNCC3)n2)c1. As a reaction SMILES: [Cl:33][CH2:34][Cl:35].[F:26][C:27]([F:28])([F:29])[C:30]([OH:31])=[O:32].[n:1]1[cH:2][c:3]([CH2:7][c:8]2[n:9][o:10][c:11]([CH:13]3[CH2:14][CH2:15][N:16]([C:19]([O:20][C:21]([CH3:22])([CH3:23])[CH3:24])=[O:25])[CH2:17][CH2:18]3)[n:12]2)[cH:4][cH:5][cH:6]1>>[n:1]1[cH:2][c:3]([CH2:7][c:8]2[n:9][o:10][c:11]([CH:13]3[CH2:14][CH2:15][NH:16][CH2:17][CH2:18]3)[n:12]2)[cH:4][cH:5][cH:6]1.